Dataset: the Open Reaction Database (ORD), a public repository of structured organic reaction records. Task: describe an organic reaction: reactants, conditions, products, and yield The reactants are NC(=O)CCC(=O)NBr, O=C([O-])O, [Li]CCCC, C[Si](C)(C)Cl, COc1ccc(OC)c2c1COC(C(C)=O)C2, CC(C)[N-]C(C)C, CC(C)NC(C)C, [Li+], [Na+], C1CCOC1. Yields the product COc1ccc(OC)c2c1COC(C(=O)CBr)C2. Reaction SMILES: [Br:43][NH:44][C:45](=[O:46])[CH2:47][CH2:48][C:49]([NH2:50])=[O:51].[C:52](=[O:53])([OH:54])[O-:55].[CH2:38]([Li:39])[CH2:40][CH2:41][CH3:42].[CH3:18][Si:19]([Cl:20])([CH3:21])[CH3:22].[CH3:1][O:2][c:3]1[cH:4][cH:5][c:6]([O:16][CH3:17])[c:7]2[c:12]1[CH2:11][CH:10]([C:13](=[O:14])[CH3:15])[O:9][CH2:8]2.[CH:23]([N-:24][CH:25]([CH3:26])[CH3:27])([CH3:28])[CH3:29].[CH:31]([NH:32][CH:33]([CH3:34])[CH3:35])([CH3:36])[CH3:37].[Li+:30].[Na+:56].[O:57]1[CH2:58][CH2:59][CH2:60][CH2:61]1>>[CH3:1][O:2][c:3]1[cH:4][cH:5][c:6]([O:16][CH3:17])[c:7]2[c:12]1[CH2:11][CH:10]([C:13](=[O:14])[CH2:15][Br:43])[O:9][CH2:8]2. Reactants: ClCCCCC1CN(C(O1)=O)C1=CC=CC=C1 (5-(4-chlorobutyl)-3-phenyl-2-oxazolidinone), Br.Br.OC1=C(C=CC=C1)N1CCNCC1 (1-(2-hydroxyphenyl)piperazine dihydrobromide), C([O-])(O)=O.[Na+] (sodium bicarbonate), [I-].[K+] (potassium iodide). Run in C(CCC)O (n-butanol). The product is OC1=C(C=CC=C1)N1CCN(CC1)CCCCC1CN(C(O1)=O)C1=CC=CC=C1 (5-[4-[4-(2-hydroxyphenyl)-1-piperazinyl]butyl]-3-phenyl-2-oxazolidinone). Isolated yield 112.0%. As a reaction SMILES: Cl[CH2:2][CH2:3][CH2:4][CH2:5][CH:6]1[O:10][C:9](=[O:11])[N:8]([C:12]2[CH:17]=[CH:16][CH:15]=[CH:14][CH:13]=2)[CH2:7]1.Br.Br.[OH:20][C:21]1[CH:26]=[CH:25][CH:24]=[CH:23][C:22]=1[N:27]1[CH2:32][CH2:31][NH:30][CH2:29][CH2:28]1.C(=O)(O)[O-].[Na+].[I-].[K+]>C(O)CCC>[OH:20][C:21]1[CH:26]=[CH:25][CH:24]=[CH:23][C:22]=1[N:27]1[CH2:32][CH2:31][N:30]([CH2:2][CH2:3][CH2:4][CH2:5][CH:6]2[O:10][C:9](=[O:11])[N:8]([C:12]3[CH:17]=[CH:16][CH:15]=[CH:14][CH:13]=3)[CH2:7]2)[CH2:29][CH2:28]1 |f:1.2.3,4.5,6.7|. Reported procedure: Following the procedure of Example 5, a mixture of 5-(4-chlorobutyl)-3-phenyl-2-oxazolidinone (6.0 g, 0.0237 mol), 1-(2-hydroxyphenyl)piperazine dihydrobromide (8.06 g, 0.0237 mol), sodium bicarbonate (7.98 g, 0.095 mol), and potassium iodide (1.0 g) in n-butanol (200 mL) gave an oil (10.5 g) which crystallized on standing and was recrystallized from isopropanol/isopropyl ether. Drying under high vacuum gave 6.15 g (66% yield), mp 123°-129° C.